This data is from the Open Reaction Database (ORD), a public repository of structured organic reaction records. The task is: describe an organic reaction: reactants, conditions, products, and yield Starting materials: FC=1C(=C2CCC(CC2=CC1F)CCCCCCCC)C1=CC=C(C=C1)O (6,7-difluoro-5-(4-hydroxyphenyl)-2-octyl-1,2,3,4-tetrahydronaphthalene), C(CCCCCCC)Br (1-octyl bromide). The solvent is CCOCC (ether). Yields the product FC=1C(=C2CCC(CC2=CC1F)CCCCCCCC)C1=CC=C(C=C1)OCCCCCCCC (6,7-Difluoro-2-octyl-5-(4-octyloxyphenyl)-1,2,3,4-tetrahydronaphthalene). RXN SMILES: [F:1][C:2]1[C:3]([C:21]2[CH:26]=[CH:25][C:24]([OH:27])=[CH:23][CH:22]=2)=[C:4]2[C:9](=[CH:10][C:11]=1[F:12])[CH2:8][CH:7]([CH2:13][CH2:14][CH2:15][CH2:16][CH2:17][CH2:18][CH2:19][CH3:20])[CH2:6][CH2:5]2.[CH2:28](Br)[CH2:29][CH2:30][CH2:31][CH2:32][CH2:33][CH2:34][CH3:35]>CCOCC>[F:1][C:2]1[C:3]([C:21]2[CH:22]=[CH:23][C:24]([O:27][CH2:28][CH2:29][CH2:30][CH2:31][CH2:32][CH2:33][CH2:34][CH3:35])=[CH:25][CH:26]=2)=[C:4]2[C:9](=[CH:10][C:11]=1[F:12])[CH2:8][CH:7]([CH2:13][CH2:14][CH2:15][CH2:16][CH2:17][CH2:18][CH2:19][CH3:20])[CH2:6][CH2:5]2. Procedure details: From 6,7-difluoro-5-(4-hydroxyphenyl)-2-octyl-1,2,3,4-tetrahydronaphthalene and 1-octyl bromide by means of the Williamson ether synthesis.